From a dataset of the Open Reaction Database (ORD), a public repository of structured organic reaction records. describe an organic reaction: reactants, conditions, products, and yield Reactants: C(=O)C1=CC=C(C(=O)OC)C=C1 (methyl 4-formylbenzoate), C[Si](CCOCN1C(=NC=C1)C=O)(C)C ({[2-(trimethylsilyl)ethyloxy]methyl}-1H-imidazole-2-carboaldehyde), C(CCC)N(CCCN)CCCC (N,N-dibutyl-1,3-propanediamine). Yields the product C(CCC)N(CCCNCC1=CC=C(C(=O)OC)C=C1)CCCC (methyl 4-({[3-(dibutylamino)propyl]amino}methyl)benzoate). As a reaction SMILES: [CH:1]([C:3]1[CH:12]=[CH:11][C:6]([C:7]([O:9][CH3:10])=[O:8])=[CH:5][CH:4]=1)=O.C[Si](C)(C)CCOCN1C=CN=C1C=O.[CH2:28]([N:32]([CH2:37][CH2:38][CH2:39][CH3:40])[CH2:33][CH2:34][CH2:35][NH2:36])[CH2:29][CH2:30][CH3:31]>>[CH2:28]([N:32]([CH2:37][CH2:38][CH2:39][CH3:40])[CH2:33][CH2:34][CH2:35][NH:36][CH2:1][C:3]1[CH:12]=[CH:11][C:6]([C:7]([O:9][CH3:10])=[O:8])=[CH:5][CH:4]=1)[CH2:29][CH2:30][CH3:31]. Procedure details: The same procedure as a series of reactions of Example 1 was carried out, except that methyl 4-formylbenzoate was used in place of 1-({[2-(trimethylsilyl)ethyloxy]methyl}-1H-imidazole-2-carboaldehyde and N,N-dibutyl-1,3-propanediamine was used in place of {[4-(methyloxy)phenyl]methyl}amine, to obtain methyl 4-({[3-(dibutylamino)propyl]amino}methyl)benzoate (compound 11-a). The same procedure as a series of reactions of Example 4→Example 5→Example 6→Example 9→Example 10 was carried out, except th...